This data is from the Open Reaction Database (ORD), a public repository of structured organic reaction records. The task is: describe an organic reaction: reactants, conditions, products, and yield Starting materials: BrC=1N=C(N(C1)C(C1=CC=CC=C1)(C1=CC=CC=C1)C1=CC=CC=C1)C=O (4-bromo-1-trityl-1H-imidazole-2-carbaldehyde), ClC1=C(C=CC(=C1)CC)F (2-chloro-4-ethyl-1-fluorobenzene), CN(C)CCN(C)CCN(C)C (PMDTA), [Li]CCCC (BuLi). The solvent is C1CCOC1 (THF), C1CCOC1 (THF). Run at temperature -40 celsius. The product is BrC=1N=C(N(C1)C(C1=CC=CC=C1)(C1=CC=CC=C1)C1=CC=CC=C1)C(O)C1=C(C(=CC(=C1)CC)Cl)F ((4-bromo-1-trityl-1H-imidazol-2-yl)(3-chloro-5-ethyl-2-fluorophenyl)methanol). The yield is 85857.7%. RXN SMILES: [Cl:1][C:2]1[CH:7]=[C:6]([CH2:8][CH3:9])[CH:5]=[CH:4][C:3]=1[F:10].CN(CCN(CCN(C)C)C)C.[Li]CCCC.[Br:28][C:29]1[N:30]=[C:31]([CH:53]=[O:54])[N:32]([C:34]([C:47]2[CH:52]=[CH:51][CH:50]=[CH:49][CH:48]=2)([C:41]2[CH:46]=[CH:45][CH:44]=[CH:43][CH:42]=2)[C:35]2[CH:40]=[CH:39][CH:38]=[CH:37][CH:36]=2)[CH:33]=1>C1COCC1>[Br:28][C:29]1[N:30]=[C:31]([CH:53]([C:4]2[CH:5]=[C:6]([CH2:8][CH3:9])[CH:7]=[C:2]([Cl:1])[C:3]=2[F:10])[OH:54])[N:32]([C:34]([C:41]2[CH:42]=[CH:43][CH:44]=[CH:45][CH:46]=2)([C:47]2[CH:52]=[CH:51][CH:50]=[CH:49][CH:48]=2)[C:35]2[CH:36]=[CH:37][CH:38]=[CH:39][CH:40]=2)[CH:33]=1. Procedure details: To a solution of Intermediate 221.1 (100 mg, 0.631 mmol) and PMDTA (0.15 mL) in 5 mL THF at −70° C., was added BuLi (1.4 M in hexanes, 0.473 mL, 0.662 mmol). The mixture was stirred with warming to −40° C. over 30 min, recooled to −70° C., then a solution of Intermediate 175.1 (263 mg, 0.631 mmol) in 2 mL THF was added. The mixture was slowly warmed to −20° C. over 1 h. The reaction was quenched with sat. NH4Cl, then was diluted with EtOAc. The organic phase was washed with H2O (2×) and brine, d... Starting materials: C1=CC=CC=2OCC3=C(C(C21)=C2CCNCC2)C=CC=C3 (4-(dibenz[b,e]oxepin-11(6H)-ylidene)piperidine), BrCCC(=O)OCC (ethyl 3-bromopropionate), C([O-])([O-])=O.[K+].[K+] (potassium carbonate), CN(C=O)C (N,N-dimethylformamide). The solvent is O (water). Conditions: temperature 80 celsius, time 2 hour. Product: C1=CC=CC=2OCC3=C(C(C21)=C2CCN(CC2)CCC(=O)OCC)C=CC=C3 (Ethyl 4-(dibenz[b,e]oxepin-11(6H)-ylidene)-1-piperidinepropionate). Yield: 85.5%. RXN SMILES: [CH:1]1[C:11]2[C:10](=[C:12]3[CH2:17][CH2:16][NH:15][CH2:14][CH2:13]3)[C:9]3[CH:18]=[CH:19][CH:20]=[CH:21][C:8]=3[CH2:7][O:6][C:5]=2[CH:4]=[CH:3][CH:2]=1.Br[CH2:23][CH2:24][C:25]([O:27][CH2:28][CH3:29])=[O:26].C(=O)([O-])[O-].[K+].[K+].CN(C)C=O>O>[CH:1]1[C:11]2[C:10](=[C:12]3[CH2:17][CH2:16][N:15]([CH2:23][CH2:24][C:25]([O:27][CH2:28][CH3:29])=[O:26])[CH2:14][CH2:13]3)[C:9]3[CH:18]=[CH:19][CH:20]=[CH:21][C:8]=3[CH2:7][O:6][C:5]=2[CH:4]=[CH:3][CH:2]=1 |f:2.3.4|. Reported procedure: A mixture of 3.61 g of 4-(dibenz[b,e]oxepin-11(6H)-ylidene)piperidine, 2.6 g of ethyl 3-bromopropionate, 1.8 g of potassium carbonate and 25 ml of N,N-dimethylformamide was stirred at 80° C. for 2 hrs. After cooling, water was added to the reaction mixture and extracted with ether. The ether layer was washed with water and extracted with hydrochloric acid. The aqueous layer was made alkaline with potassium carbonate and extracted with ether. The ether layer was washed with water, dried and conce...